The task is: describe an organic reaction: reactants, conditions, products, and yield. This data is from the Open Reaction Database (ORD), a public repository of structured organic reaction records. Procedure details: Analogously to Method I, 5.84 g of tert-butyl 3-hydroxy-4-(4-hydroxyphenyl)piperidine-1-carboxylate and 6.00 g of 1-(3-bromopropoxy)-2-chlorobenzene are reacted. The title compound is obtained as a white solid. Rf=0.62 (1:2 EtOAc-heptane); Rt=5.33. The product is ClC1=C(OCCCOC2=CC=C(C=C2)C2C(CN(CC2)C(=O)OC(C)(C)C)O)C=CC=C1 (tert-Butyl 4-{4-[3-(2-chlorophenoxy)propoxy]phenyl}-3-hydroxypiperidine-1-carboxylate). Reaction SMILES: [OH:1][CH:2]1[CH:7]([C:8]2[CH:13]=[CH:12][C:11]([OH:14])=[CH:10][CH:9]=2)[CH2:6][CH2:5][N:4]([C:15]([O:17][C:18]([CH3:21])([CH3:20])[CH3:19])=[O:16])[CH2:3]1.Br[CH2:23][CH2:24][CH2:25][O:26][C:27]1[CH:32]=[CH:31][CH:30]=[CH:29][C:28]=1[Cl:33]>>[Cl:33][C:28]1[CH:29]=[CH:30][CH:31]=[CH:32][C:27]=1[O:26][CH2:25][CH2:24][CH2:23][O:14][C:11]1[CH:10]=[CH:9][C:8]([CH:7]2[CH2:6][CH2:5][N:4]([C:15]([O:17][C:18]([CH3:21])([CH3:20])[CH3:19])=[O:16])[CH2:3][CH:2]2[OH:1])=[CH:13][CH:12]=1. Reactants: OC1CN(CCC1C1=CC=C(C=C1)O)C(=O)OC(C)(C)C (tert-butyl 3-hydroxy-4-(4-hydroxyphenyl)piperidine-1-carboxylate), BrCCCOC1=C(C=CC=C1)Cl (1-(3-bromopropoxy)-2-chlorobenzene). Reactants: C=CC(=O)Cl, O=C([O-])O, C1CCOC1, COCCCOc1cc2ncnc(Nc3ccc(OCc4ccccn4)c(Cl)c3)c2cc1NC(=O)C(C)N, [Na+], O. Yields the product C=CC(=O)NC(C)C(=O)Nc1cc2c(Nc3ccc(OCc4ccccn4)c(Cl)c3)ncnc2cc1OCCCOC. RXN SMILES: [C:39]([CH:40]=[CH2:41])(=[O:42])[Cl:43].[C:44](=[O:45])([OH:46])[O-:47].[CH2:49]1[O:50][CH2:51][CH2:52][CH2:53]1.[NH2:1][CH:2]([C:3](=[O:4])[NH:5][c:6]1[cH:7][c:8]2[c:9]([NH:22][c:23]3[cH:24][c:25]([Cl:37])[c:26]([O:29][CH2:30][c:31]4[n:32][cH:33][cH:34][cH:35][cH:36]4)[cH:27][cH:28]3)[n:10][cH:11][n:12][c:13]2[cH:14][c:15]1[O:16][CH2:17][CH2:18][CH2:19][O:20][CH3:21])[CH3:38].[Na+:48].[OH2:54]>>[NH:1]([CH:2]([C:3](=[O:4])[NH:5][c:6]1[cH:7][c:8]2[c:9]([NH:22][c:23]3[cH:24][c:25]([Cl:37])[c:26]([O:29][CH2:30][c:31]4[n:32][cH:33][cH:34][cH:35][cH:36]4)[cH:27][cH:28]3)[n:10][cH:11][n:12][c:13]2[cH:14][c:15]1[O:16][CH2:17][CH2:18][CH2:19][O:20][CH3:21])[CH3:38])[C:39]([CH:40]=[CH2:41])=[O:42]. Starting materials: C1COCCO1, CNC1CCCCC1NC, Clc1cncc2nccn12, I[Cu]I, [K+], [K+], [K+], O=P([O-])([O-])[O-], O=C1NCCN1c1ccc2ncsc2c1. Product: O=C1N(c2ccc3ncsc3c2)CCN1c1cncc2nccn12. RXN SMILES: [CH2:47]1[O:48][CH2:49][CH2:50][O:51][CH2:52]1.[CH3:26][NH:27][CH:28]1[CH2:29][CH2:30][CH2:31][CH2:32][CH:33]1[NH:34][CH3:35].[Cl:16][c:17]1[cH:18][n:19][cH:20][c:21]2[n:22]1[cH:23][cH:24][n:25]2.[Cu:44]([I:45])[I:46].[K+:41].[K+:42].[K+:43].[P:36]([O-:37])([O-:38])([O-:39])=[O:40].[s:1]1[cH:2][n:3][c:4]2[c:5]1[cH:6][c:7]([N:10]1[C:11](=[O:15])[NH:12][CH2:13][CH2:14]1)[cH:8][cH:9]2>>[s:1]1[cH:2][n:3][c:4]2[c:5]1[cH:6][c:7]([N:10]1[C:11](=[O:15])[N:12]([c:17]3[cH:18][n:19][cH:20][c:21]4[n:22]3[cH:23][cH:24][n:25]4)[CH2:13][CH2:14]1)[cH:8][cH:9]2. Starting materials: C(C)N1N=CC=2C1=NC(=C(C2NC2CCOCC2)CNC(=O)C2=CC(=CC=C2)C(=O)NCC=2C=C(C(=CC2)F)C2=CC(=CC=C2)C=O)CC (N-{[1,6-diethyl-4-(tetrahydro-2H-pyran-4-ylamino)-1H-pyrazolo[3,4-b]pyridin-5-yl]methyl}-N′-[(6-fluoro-3′-formyl-3-biphenylyl)methyl]-1,3-benzenedicarboxamide), N1CCC(CC1)C#N (4-piperidinecarbonitrile), [BH-](OC(=O)C)(OC(=O)C)OC(=O)C.[Na+] (NaBH(OAc)3). The solvent is C(Cl)Cl (DCM). Conditions: time 19 hour. Product: C(#N)C1CCN(CC1)CC=1C=C(C=CC1)C1=CC(=CC=C1F)CNC(=O)C1=CC(=CC=C1)C(=O)NCC=1C(=C2C(=NC1CC)N(N=C2)CC)NC2CCOCC2 (N-({3′-[(4-Cyano-1-piperidinyl)methyl]-6-fluoro-3-biphenylyl}methyl)-N′-{[1,6-diethyl-4-(tetrahydro-2H-pyran-4-ylamino)-1H-pyrazolo[3,4-b]pyridin-5-yl]methyl}-1,3-benzenedicarboxamide). The yield is 28.1%. Reaction SMILES: [CH2:1]([N:3]1[C:7]2=[N:8][C:9]([CH2:48][CH3:49])=[C:10]([CH2:19][NH:20][C:21]([C:23]3[CH:28]=[CH:27][CH:26]=[C:25]([C:29]([NH:31][CH2:32][C:33]4[CH:34]=[C:35]([C:40]5[CH:45]=[CH:44][CH:43]=[C:42]([CH:46]=O)[CH:41]=5)[C:36]([F:39])=[CH:37][CH:38]=4)=[O:30])[CH:24]=3)=[O:22])[C:11]([NH:12][CH:13]3[CH2:18][CH2:17][O:16][CH2:15][CH2:14]3)=[C:6]2[CH:5]=[N:4]1)[CH3:2].[NH:50]1[CH2:55][CH2:54][CH:53]([C:56]#[N:57])[CH2:52][CH2:51]1.[BH-](OC(C)=O)(OC(C)=O)OC(C)=O.[Na+]>C(Cl)Cl>[C:56]([CH:53]1[CH2:54][CH2:55][N:50]([CH2:46][C:42]2[CH:41]=[C:40]([C:35]3[C:36]([F:39])=[CH:37][CH:38]=[C:33]([CH2:32][NH:31][C:29]([C:25]4[CH:26]=[CH:27][CH:28]=[C:23]([C:21]([NH:20][CH2:19][C:10]5[C:11]([NH:12][CH:13]6[CH2:14][CH2:15][O:16][CH2:17][CH2:18]6)=[C:6]6[CH:5]=[N:4][N:3]([CH2:1][CH3:2])[C:7]6=[N:8][C:9]=5[CH2:48][CH3:49])=[O:22])[CH:24]=4)=[O:30])[CH:34]=3)[CH:45]=[CH:44][CH:43]=2)[CH2:51][CH2:52]1)#[N:57] |f:2.3|. Procedure details: To a solution of N-{[1,6-diethyl-4-(tetrahydro-2H-pyran-4-ylamino)-1H-pyrazolo[3,4-b]pyridin-5-yl]methyl}-N′-[(6-fluoro-3′-formyl-3-biphenylyl)methyl]-1,3-benzenedicarboxamide (82 mg, 0.129 mmol) in DCM (2.58 mL) was added 4-piperidinecarbonitrile (14.21 mg, 0.129 mmol), NaBH(OAc)3 (41.0 mg, 0.193 mmol). This mixture was stirred at room temperature for 19 h. The reaction mixture was washed with H2O (1 mL), concentrated, purified using a Gilson HPLC (with 0.1% TFA), and basified with an amine car... Starting materials: CS(=O)(=O)c1ccc(-c2cc(F)c(F)cc2Br)cc1, Cc1cc(B(O)O)ccc1F. Yields the product Cc1cc(-c2cc(F)c(F)cc2-c2ccc(S(C)(=O)=O)cc2)ccc1F. Reaction SMILES: [Br:1][c:2]1[c:3](-[c:10]2[cH:11][cH:12][c:13]([S:16](=[O:17])(=[O:18])[CH3:19])[cH:14][cH:15]2)[cH:4][c:5]([F:9])[c:6]([F:8])[cH:7]1.[F:20][c:21]1[c:22]([CH3:30])[cH:23][c:24]([B:27]([OH:28])[OH:29])[cH:25][cH:26]1>>[c:2]1(-[c:24]2[cH:23][c:22]([CH3:30])[c:21]([F:20])[cH:26][cH:25]2)[c:3](-[c:10]2[cH:11][cH:12][c:13]([S:16](=[O:17])(=[O:18])[CH3:19])[cH:14][cH:15]2)[cH:4][c:5]([F:9])[c:6]([F:8])[cH:7]1. The reactants are ClC1=CC=C(C=C1)C(OC1CCNCC1)C1=NC=CC=C1 ((±)-4-[(4-chlorophenyl)(2-pyridyl)methoxy]piperidine), O[C@H](C(=O)O)[C@H](SC1=C(C=CC=C1)[N+](=O)[O-])C1=CC=C(C=C1)OC ((2R,3R)-2-hydroxy-3-(4-methoxy-phenyl)-3-(2-nitrophenylthio)propionic acid). Yields the product ( 3 ), ClC1=CC=C(C=C1)[C@H](OC1CCNCC1)C1=NC=CC=C1 ((S)-4-[(4-chlorophenyl) (2-pyridyl)methoxy]piperidine). As a reaction SMILES: [Cl:1][C:2]1[CH:7]=[CH:6][C:5]([CH:8]([C:16]2[CH:21]=[CH:20][CH:19]=[CH:18][N:17]=2)[O:9][CH:10]2[CH2:15][CH2:14][NH:13][CH2:12][CH2:11]2)=[CH:4][CH:3]=1.O[C@@H]([C@@H](C1C=CC(OC)=CC=1)SC1C=CC=CC=1[N+]([O-])=O)C(O)=O>>[Cl:1][C:2]1[CH:7]=[CH:6][C:5]([C@@H:8]([C:16]2[CH:21]=[CH:20][CH:19]=[CH:18][N:17]=2)[O:9][CH:10]2[CH2:11][CH2:12][NH:13][CH2:14][CH2:15]2)=[CH:4][CH:3]=1. Procedure: By treating (±)-4-[(4-chlorophenyl)(2-pyridyl)methoxy]piperidine and (2R,3R)-2-hydroxy-3-(4-methoxy-phenyl)-3-(2-nitrophenylthio)propionic acid in the same manner as in Example 4-(1), (2) and (3) to afford (S)-4-[(4-chlorophenyl) (2-pyridyl)methoxy]piperidine. Starting materials: ClC1=C(C=C(C=O)C=C1)[N+](=O)[O-] (4-chloro-3-nitrobenzaldehyde), NC1=CC=C(C(=O)OC)C=C1 (methyl 4-aminobenzoate). Yields the product ClC1=C(C=C(\C=N\C2=CC=C(C(=O)OC)C=C2)C=C1)[N+](=O)[O-] ((E)-methyl 4-(4-chloro-3-nitrobenzylidenamino)benzoate). Yield: 98.4%. Reaction SMILES: [Cl:1][C:2]1[CH:9]=[CH:8][C:5]([CH:6]=O)=[CH:4][C:3]=1[N+:10]([O-:12])=[O:11].[NH2:13][C:14]1[CH:23]=[CH:22][C:17]([C:18]([O:20][CH3:21])=[O:19])=[CH:16][CH:15]=1>>[Cl:1][C:2]1[CH:9]=[CH:8][C:5](/[CH:6]=[N:13]/[C:14]2[CH:15]=[CH:16][C:17]([C:18]([O:20][CH3:21])=[O:19])=[CH:22][CH:23]=2)=[CH:4][C:3]=1[N+:10]([O-:12])=[O:11]. Procedure: To a solution of 4-chloro-3-nitrobenzaldehyde (5.0 g, 27 mmol) in 42 mL of ethonal was added methyl 4-aminobenzoate (4.07 g, 27 mmol), and the reaction mixture was stirred over weekend. The yellow precipitates were filtered, and 8.47 g of (E)-methyl 4-(4-chloro-3-nitrobenzylidenamino)benzoate a yellow solid was obtained. (Yield=98%). (E)-methyl 4-(4-chloro-3-nitrobenzylideneamino)benzoate (8.47 g, 26.6 mmol) and yttrium(III) trifluoromethanesulfonate (800 mg, 1.33 mmol) was dissolved in dry tetr... Reactants: CC(C)([O-])C.[K+] (Potassium tert-butoxide), C(C)(=O)N1C(N(C(C1)=O)C1=C(C=CC=C1)F)=O (N-acetyl-3-(2-fluorophenyl)imidazolidine-2,4-dione), C1(CCCCC1)C=O (cyclohexanecarboxaldehyde). The solvent is CN(C)C=O (DMF), O (water). Yields the product C1(CCCCC1)C=C1C(N(C(N1)=O)C1=C(C=CC=C1)F)=O (5-cyclohexylmethylene-3-(2-fluorophenyl)-imidazolidine-2,4-dione). As a reaction SMILES: CC(C)([O-])C.[K+].C([N:10]1[CH2:14][C:13](=[O:15])[N:12]([C:16]2[CH:21]=[CH:20][CH:19]=[CH:18][C:17]=2[F:22])[C:11]1=[O:23])(=O)C.[CH:24]1([CH:30]=O)[CH2:29][CH2:28][CH2:27][CH2:26][CH2:25]1>CN(C=O)C.O>[CH:24]1([CH:30]=[C:14]2[NH:10][C:11](=[O:23])[N:12]([C:16]3[CH:21]=[CH:20][CH:19]=[CH:18][C:17]=3[F:22])[C:13]2=[O:15])[CH2:29][CH2:28][CH2:27][CH2:26][CH2:25]1 |f:0.1|. Procedure: Potassium tert-butoxide (1.12 g, 10.0 mmol) was added in one portion to a solution of N-acetyl-3-(2-fluorophenyl)imidazolidine-2,4-dione (2.36 g, 10.0 mmol) and cyclohexanecarboxaldehyde (1.23 g, 11.0 mmol) in DMF (10 mL) at 0° C. The solution was allowed to warm to RT overnight with stirring, then diluted with water and extracted with ethyl acetate. The combined extracts were washed with brine (saturated) dried (over MgSO4), filtered and concentrated. The crude product was recrystallized from h...